Dataset: the Open Reaction Database (ORD), a public repository of structured organic reaction records. Task: describe an organic reaction: reactants, conditions, products, and yield Reactants: C([O-])([O-])=O.[K+].[K+] (potassium carbonate), O (water), ClC=1C(=C(C(=O)Cl)C(=CC1)Cl)OC (3,6-dichloro-2-methoxybenzoyl chloride), Cl.NO (hydroxylamine hydrochloride). Run in C(C)OCC (diethyl ether). Run at time 1 hour. The product is ClC=1C(=C(C(=O)NO)C(=CC1)Cl)OC (3,6-dichloro-2-methoxybenzohydroxamic acid). RXN SMILES: C(=O)([O-])[O-].[K+].[K+].[OH2:7].Cl.[NH2:9]O.[Cl:11][C:12]1[C:13]([O:22][CH3:23])=[C:14]([C:18]([Cl:21])=[CH:19][CH:20]=1)[C:15](Cl)=[O:16]>C(OCC)C>[Cl:11][C:12]1[C:13]([O:22][CH3:23])=[C:14]([C:18]([Cl:21])=[CH:19][CH:20]=1)[C:15]([NH:9][OH:7])=[O:16] |f:0.1.2,4.5|. Procedure details: To a solution of 360 g. of potassium carbonate in 350 ml. of water was added 2.5 diethyl ether and 181 g. hydroxylamine hydrochloride. The mixture was cooled to 5°-1O° C. and 477 g. of 3,6-dichloro-2-methoxybenzoyl chloride was added dropwise at a rate that maintained the reaction temperature below 10° C. After addition was complete, the reaction mixture was stirred for 1 hour and allowed to stand overnight at ambient temperature. The crude white solid product was obtained by filtration. The cru... The reactants are COC(=O)COc1ccc(CC(NC(=O)OC(C)(C)C)C(=O)NCc2ccc(OC)cc2)cc1C(=O)OC, ClCCl, O=C(O)C(F)(F)F. Product: COC(=O)COc1ccc(CC(N)C(=O)NCc2ccc(OC)cc2)cc1C(=O)OC, O=C(O)C(F)(F)F. As a reaction SMILES: [CH3:1][O:2][C:3]([c:4]1[c:5]([O:32][CH2:33][C:34](=[O:35])[O:36][CH3:37])[cH:6][cH:7][c:8]([CH2:10][CH:11]([C:12]([NH:13][CH2:14][c:15]2[cH:16][cH:17][c:18]([O:21][CH3:22])[cH:19][cH:20]2)=[O:23])[NH:24][C:25]([O:26][C:27]([CH3:28])([CH3:29])[CH3:30])=[O:31])[cH:9]1)=[O:38].[Cl:46][CH2:47][Cl:48].[F:39][C:40]([C:41](=[O:42])[OH:43])([F:44])[F:45]>>[CH3:1][O:2][C:3]([c:4]1[c:5]([O:32][CH2:33][C:34](=[O:35])[O:36][CH3:37])[cH:6][cH:7][c:8]([CH2:10][CH:11]([C:12]([NH:13][CH2:14][c:15]2[cH:16][cH:17][c:18]([O:21][CH3:22])[cH:19][cH:20]2)=[O:23])[NH2:24])[cH:9]1)=[O:38].[F:39][C:40]([C:41](=[O:42])[OH:43])([F:44])[F:45]. The reactants are CCOC(=O)CC#N, COc1ccccc1C(C)=O, CC(=O)[O-], CCOC(C)=O, CC(=O)O, [NH4+], c1ccccc1. Yields the product CCOC(=O)C(C#N)=C(C)c1ccccc1OC. Reaction SMILES: [C:12](#[N:13])[CH2:14][C:15](=[O:16])[O:17][CH2:18][CH3:19].[CH3:1][O:2][c:3]1[c:4]([C:9]([CH3:10])=[O:11])[cH:5][cH:6][cH:7][cH:8]1.[CH3:21][C:22](=[O:23])[O-:24].[CH3:25][CH2:26][O:27][C:28](=[O:29])[CH3:30].[CH3:31][C:32](=[O:33])[OH:34].[NH4+:20].[cH:35]1[cH:36][cH:37][cH:38][cH:39][cH:40]1>>[CH3:1][O:2][c:3]1[c:4]([C:9]([CH3:10])=[C:14]([C:12]#[N:13])[C:15](=[O:16])[O:17][CH2:18][CH3:19])[cH:5][cH:6][cH:7][cH:8]1. Reagents/catalysts: Cl[Pd]([P](C1=CC=CC=C1)(C2=CC=CC=C2)C3=CC=CC=C3)([P](C4=CC=CC=C4)(C5=CC=CC=C5)C6=CC=CC=C6)Cl (trans-dichlorobis(triphenylphosphine)palladium(II)). Reactants: BrC1=CC2=C(NC(=N2)NC(C)=O)C=C1 (N-(5-bromo-1H-benzo[d]imidazol-2-yl)acetamide), C([O-])([O-])=O.[Na+].[Na+] (sodium carbonate), dichloro[1,1′-bis(diphenylphosphino)ferrocene]palladium(II)dichloromethane, BrC=1C=C(C(=NC1)Cl)NS(=O)(=O)C1=CC=C(C=C1)F (N-(5-bromo-2-chloropyridin-3-yl)-4-fluorobenzenesulfonamide), B1(OC(C(O1)(C)C)(C)C)B2OC(C(O2)(C)C)(C)C (bis(pinacolato)diboron), C(C)(=O)[O-].[K+] (potassium acetate). Reaction SMILES: Br[C:2]1[CH:3]=[C:4]([NH:9][S:10]([C:13]2[CH:18]=[CH:17][C:16]([F:19])=[CH:15][CH:14]=2)(=[O:12])=[O:11])[C:5]([Cl:8])=[N:6][CH:7]=1.B1(B2OC(C)(C)C(C)(C)O2)OC(C)(C)C(C)(C)O1.C([O-])(=O)C.[K+].Br[C:44]1[CH:56]=[CH:55][C:47]2[NH:48][C:49]([NH:51][C:52](=[O:54])[CH3:53])=[N:50][C:46]=2[CH:45]=1.C(=O)([O-])[O-].[Na+].[Na+]>Cl[Pd](Cl)([P](C1C=CC=CC=1)(C1C=CC=CC=1)C1C=CC=CC=1)[P](C1C=CC=CC=1)(C1C=CC=CC=1)C1C=CC=CC=1.CN(C=O)C.O1CCOCC1>[Cl:8][C:5]1[N:6]=[CH:7][C:2]([C:56]2[CH:44]=[CH:45][C:46]3[NH:50][C:49]([NH:51][C:52](=[O:54])[CH3:53])=[N:48][C:47]=3[CH:55]=2)=[CH:3][C:4]=1[NH:9][S:10]([C:13]1[CH:18]=[CH:17][C:16]([F:19])=[CH:15][CH:14]=1)(=[O:12])=[O:11] |f:2.3,5.6.7,^1:65,84|. Procedure details: To a 25 mL round-bottomed flask was added N-(5-bromo-2-chloropyridin-3-yl)-4-fluorobenzenesulfonamide (0.150 g, 0.410 mmol) (Step 1, Example 48), bis(pinacolato)diboron (0.156 g, 0.615 mmol, Aldrich, St, Louis, Mo.), potassium acetate (0.161 g, 1.64 mmol) and 1,4-dioxane (4.0 mL). The mixture was carefully evacuated and backfilled with N2. To the solution was added dichloro[1,1′-bis(diphenylphosphino)ferrocene]palladium(II)dichloromethane adduct (0.030 g, 0.041 mmol, Strem Chemical, Inc., Newbur... Yield: 15.2%. Solvent: CN(C)C=O (DMF), O1CCOCC1 (1,4-dioxane). The product is ClC1=C(C=C(C=N1)C1=CC2=C(NC(=N2)NC(C)=O)C=C1)NS(=O)(=O)C1=CC=C(C=C1)F (N-(5-(6-chloro-5-(4-fluorophenylsulfonamido)pyridin-3-yl)-1H-benzo[d]imidazol-2-yl)acetamide). Reaction conditions: temperature 90 celsius, time 6 hour. The reactants are CCCP(=O)(O)O, Cc1cnc(N)cn1, CC1CCCO1, CN1CCOCC1, COCC(C)Oc1cc(Oc2cnc(C(=O)N3CCC3)cn2)cc(C(=O)O)c1. Product: COCC(C)Oc1cc(Oc2cnc(C(=O)N3CCC3)cn2)cc(C(=O)Nc2cnc(C)cn2)c1. As a reaction SMILES: [CH2:50]([P:51]([OH:52])(=[O:53])[OH:54])[CH2:55][CH3:56].[CH3:29][c:30]1[n:31][cH:32][c:33]([NH2:36])[n:34][cH:35]1.[CH3:37][CH:38]1[CH2:39][CH2:40][CH2:41][O:42]1.[CH3:43][N:44]1[CH2:45][CH2:46][O:47][CH2:48][CH2:49]1.[N:1]1([C:5](=[O:6])[c:7]2[n:8][cH:9][c:10]([O:13][c:14]3[cH:15][c:16]([C:17](=[O:18])[OH:19])[cH:20][c:21]([O:23][CH:24]([CH2:25][O:26][CH3:27])[CH3:28])[cH:22]3)[n:11][cH:12]2)[CH2:2][CH2:3][CH2:4]1>>[N:1]1([C:5](=[O:6])[c:7]2[n:8][cH:9][c:10]([O:13][c:14]3[cH:15][c:16]([C:17](=[O:19])[NH:36][c:33]4[cH:32][n:31][c:30]([CH3:29])[cH:35][n:34]4)[cH:20][c:21]([O:23][CH:24]([CH2:25][O:26][CH3:27])[CH3:28])[cH:22]3)[n:11][cH:12]2)[CH2:2][CH2:3][CH2:4]1. The reactants are C(CCC)OC(=O)C=1N=C(C2=CC(=CC=C2C1O)OC=1C=CC2=C(N=C(O2)N(C)C)C1)C#N (1-cyano-7-(2-dimethylamino-benzooxazol-5-yloxy)-4-hydroxy-isoquinoline-3-carboxylic acid butyl ester), NCC(=O)O (glycine), C[O-].[Na+].CO (sodium methoxide methanol). Product: C(#N)C1=NC(=C(C2=CC=C(C=C12)OC=1C=CC2=C(N=C(O2)N(C)C)C1)O)C(=O)NCC(=O)O ({[1-Cyano-7-(2-dimethylamino-benzooxazol-5-yloxy)-4-hydroxy-isoquinoline-3-carbonyl]-amino}-acetic acid). Isolated yield 67.1%. As a reaction SMILES: C(O[C:6]([C:8]1[N:9]=[C:10]([C:32]#[N:33])[C:11]2[C:16]([C:17]=1[OH:18])=[CH:15][CH:14]=[C:13]([O:19][C:20]1[CH:21]=[CH:22][C:23]3[O:27][C:26]([N:28]([CH3:30])[CH3:29])=[N:25][C:24]=3[CH:31]=1)[CH:12]=2)=[O:7])CCC.[NH2:34][CH2:35][C:36]([OH:38])=[O:37].C[O-].[Na+].CO>>[C:32]([C:10]1[C:11]2[C:16](=[CH:15][CH:14]=[C:13]([O:19][C:20]3[CH:21]=[CH:22][C:23]4[O:27][C:26]([N:28]([CH3:30])[CH3:29])=[N:25][C:24]=4[CH:31]=3)[CH:12]=2)[C:17]([OH:18])=[C:8]([C:6]([NH:34][CH2:35][C:36]([OH:38])=[O:37])=[O:7])[N:9]=1)#[N:33] |f:2.3.4|. Procedure details: A mixture of 1-cyano-7-(2-dimethylamino-benzooxazol-5-yloxy)-4-hydroxy-isoquinoline-3-carboxylic acid butyl ester (37 mg, 0.08 mmol), glycine (126 mg, 1.68 mmol) and 0.5 M sodium methoxide/methanol (3.2 mL) was refluxed for twenty-five hours before it was cooled to room temperature and concentrated in vacuo. The residue was dissolved in water (20 mL) and extracted with dichloromethane (2×25 mL). The remaining aqueous layer was acidified to pH=3 with 1N HCl (2.4 mL). The white precipitate was fil...